The task is: describe an organic reaction: reactants, conditions, products, and yield. This data is from the Open Reaction Database (ORD), a public repository of structured organic reaction records. The reactants are CC(C)c1nsc(N=C(Cl)N(C)C)c1C#N, CC#N, [F-], [K+]. Product: CC(C)c1nsc(N=C(F)N(C)C)c1C#N. As a reaction SMILES: [C:1](#[N:2])[c:3]1[c:4]([CH:14]([CH3:15])[CH3:16])[n:5][s:6][c:7]1[N:8]=[C:9]([N:10]([CH3:11])[CH3:12])[Cl:13].[CH3:19][C:20]#[N:21].[F-:17].[K+:18]>>[C:1](#[N:2])[c:3]1[c:4]([CH:14]([CH3:15])[CH3:16])[n:5][s:6][c:7]1[N:8]=[C:9]([N:10]([CH3:11])[CH3:12])[F:17]. Starting materials: CO, COC(=O)C1CC(OCc2ccccc2)C1. Product: COC(=O)C1CC(O)C1. As a reaction SMILES: [CH3:17][OH:18].[CH3:1][O:2][C:3](=[O:4])[CH:5]1[CH2:6][CH:7]([O:9][CH2:10][c:11]2[cH:12][cH:13][cH:14][cH:15][cH:16]2)[CH2:8]1>>[CH3:1][O:2][C:3](=[O:4])[CH:5]1[CH2:6][CH:7]([OH:9])[CH2:8]1. RXN SMILES: [CH3:40][CH2:41][O:42][C:43](=[O:44])[CH3:45].[ClH:33].[ClH:46].[OH:1][c:2]1[c:3]([CH3:32])[cH:4][c:5](-[c:9]2[c:10]([C:27](=[O:28])[O:29][CH2:30][CH3:31])[c:11]3[n:12]([c:25]2[CH3:26])[CH2:13][CH2:14][c:15]2[cH:16][c:17]([O:23][CH3:24])[c:18]([O:21][CH3:22])[cH:19][c:20]2-3)[cH:6][c:7]1[CH3:8].[n:34]1[cH:35][cH:36][cH:37][cH:38][cH:39]1>>[OH:1][c:2]1[c:3]([CH3:32])[cH:4][c:5](-[c:9]2[c:10]([C:27](=[O:28])[O:29][CH2:30][CH3:31])[c:11]3[n:12]([c:25]2[CH3:26])[CH2:13][CH2:14][c:15]2[cH:16][c:17]([O:23][CH3:24])[c:18]([OH:21])[cH:19][c:20]2-3)[cH:6][c:7]1[CH3:8]. Starting materials: CCOC(C)=O, Cl, Cl, CCOC(=O)c1c(-c2cc(C)c(O)c(C)c2)c(C)n2c1-c1cc(OC)c(OC)cc1CC2, c1ccncc1. Product: CCOC(=O)c1c(-c2cc(C)c(O)c(C)c2)c(C)n2c1-c1cc(O)c(OC)cc1CC2. Reactants: COC(=O)CN(C)C(=O)c1cc(Cl)c(Oc2ccncc2C(=O)N2CCN(C3CC3)c3ccccc32)cc1Cl, [Li+], C1COCCO1, [OH-], O, O. The product is CN(CC(=O)O)C(=O)c1cc(Cl)c(Oc2ccncc2C(=O)N2CCN(C3CC3)c3ccccc32)cc1Cl. As a reaction SMILES: [CH3:1][O:2][C:3]([CH2:4][N:5]([CH3:6])[C:7]([c:8]1[c:9]([Cl:37])[cH:10][c:11]([O:15][c:16]2[c:17]([C:22](=[O:23])[N:24]3[CH2:25][CH2:26][N:27]([CH:34]4[CH2:35][CH2:36]4)[c:28]4[cH:29][cH:30][cH:31][cH:32][c:33]43)[cH:18][n:19][cH:20][cH:21]2)[c:12]([Cl:14])[cH:13]1)=[O:38])=[O:39].[Li+:42].[O:43]1[CH2:44][CH2:45][O:46][CH2:47][CH2:48]1.[OH-:41].[OH2:40].[OH2:49]>>[O:2]=[C:3]([CH2:4][N:5]([CH3:6])[C:7]([c:8]1[c:9]([Cl:37])[cH:10][c:11]([O:15][c:16]2[c:17]([C:22](=[O:23])[N:24]3[CH2:25][CH2:26][N:27]([CH:34]4[CH2:35][CH2:36]4)[c:28]4[cH:29][cH:30][cH:31][cH:32][c:33]43)[cH:18][n:19][cH:20][cH:21]2)[c:12]([Cl:14])[cH:13]1)=[O:38])[OH:39].